Dataset: the Open Reaction Database (ORD), a public repository of structured organic reaction records. Task: describe an organic reaction: reactants, conditions, products, and yield Reactants: C(CCC)C1C(C=CCC1)=O (3-butylcyclohexen-2-one), CCOCC (Et2O). Yields the product C(CCC)[C@H]1CC(CCC1)=O ((R)-3-butylcyclohexanone). The yield is 75.0%. As a reaction SMILES: [CH2:1]([CH:5]1[CH2:10][CH2:9][CH:8]=[CH:7][C:6]1=O)[CH2:2][CH2:3][CH3:4].CC[O:14]CC>>[CH2:1]([C@@H:5]1[CH2:10][CH2:9][CH2:8][C:7](=[O:14])[CH2:6]1)[CH2:2][CH2:3][CH3:4]. Procedure: Prepared according to the general procedure from 3-butylcyclohexen-2-one (168 mg, 1.09 mmol) in 0.2 M Et2O for 43 h at room temperature to provide the title compound as a colorless oil (128.3 mg, 75% yield, 88% ee) after purification by flash chromatography on silica gel (5% Et2O/pentane). The physical data were identical in all respects to those previously reported (Jones et al. (1998). Tetrahedron 54:1471; and Moritani et al. (2000), J. Am. Chem. Soc. 122:6797 (reported a rotation of −17° for ... Starting materials: CC(N)C(=O)O, O=C(Cl)Cc1cc(F)cc(F)c1, [Na+], [OH-]. The product is CC(NC(=O)Cc1cc(F)cc(F)c1)C(=O)O. Reaction SMILES: [CH3:1][CH:2]([NH2:3])[C:4]([OH:5])=[O:6].[F:9][c:10]1[cH:11][c:12]([CH2:17][C:18](=[O:19])[Cl:20])[cH:13][c:14]([F:16])[cH:15]1.[Na+:8].[OH-:7]>>[CH3:1][CH:2]([NH:3][C:18]([CH2:17][c:12]1[cH:11][c:10]([F:9])[cH:15][c:14]([F:16])[cH:13]1)=[O:19])[C:4]([OH:5])=[O:6]. The reactants are CC(=O)C1C(=O)CC(C(C)CSc2ccc(C(F)(F)F)cc2)CC1=O, O=C([O-])[O-], CCON, CO, Cl, [K+], [K+], O. Yields the product CCONC(C)=C1C(=O)CC(C(C)CSc2ccc(C(F)(F)F)cc2)CC1=O. Reaction SMILES: [C:1]([CH3:2])(=[O:3])[CH:4]1[C:5](=[O:25])[CH2:6][CH:7]([CH:11]([CH2:12][S:13][c:14]2[cH:15][cH:16][c:17]([C:20]([F:21])([F:22])[F:23])[cH:18][cH:19]2)[CH3:24])[CH2:8][C:9]1=[O:10].[C:31](=[O:32])([O-:33])[O-:34].[CH2:27]([CH3:28])[O:29][NH2:30].[CH3:38][OH:39].[ClH:26].[K+:35].[K+:36].[OH2:37]>>[C:1]([CH3:2])(=[C:4]1[C:5](=[O:25])[CH2:6][CH:7]([CH:11]([CH2:12][S:13][c:14]2[cH:15][cH:16][c:17]([C:20]([F:21])([F:22])[F:23])[cH:18][cH:19]2)[CH3:24])[CH2:8][C:9]1=[O:10])[NH:30][O:29][CH2:27][CH3:28]. Starting materials: C(C)OC(C(CC1=CC=C(C=C1)C#CCCCCO)OC)=O (3-[4-(6-Hydroxy-hex-1-ynyl)-phenyl]-2-methoxy-propionic acid ethyl ester), O(C1=CC=CC=C1)C1=CC=C(C=C1)O (4-phenoxyphenol). Yields the product CO[C@H](C(=O)O)CC1=CC=C(C=C1)C#CCCCCOC1=CC=C(C=C1)OC1=CC=CC=C1 ((2S)-2-Methoxy-3-{4-[6-(4-phenoxy-phenoxy)-hex-1-ynyl]-phenyl}-propionic acid). RXN SMILES: C([O:3][C:4](=[O:22])[CH:5]([O:20][CH3:21])[CH2:6][C:7]1[CH:12]=[CH:11][C:10]([C:13]#[C:14][CH2:15][CH2:16][CH2:17][CH2:18][OH:19])=[CH:9][CH:8]=1)C.[O:23]([C:30]1[CH:35]=[CH:34][C:33](O)=[CH:32][CH:31]=1)[C:24]1[CH:29]=[CH:28][CH:27]=[CH:26][CH:25]=1>>[CH3:21][O:20][C@@H:5]([CH2:6][C:7]1[CH:8]=[CH:9][C:10]([C:13]#[C:14][CH2:15][CH2:16][CH2:17][CH2:18][O:19][C:33]2[CH:34]=[CH:35][C:30]([O:23][C:24]3[CH:29]=[CH:28][CH:27]=[CH:26][CH:25]=3)=[CH:31][CH:32]=2)=[CH:11][CH:12]=1)[C:4]([OH:3])=[O:22]. Procedure: The title compound was prepared from 3-[4-(6-Hydroxy-hex-1-ynyl)-phenyl]-2-methoxy-propionic acid ethyl ester and 4-phenoxyphenol via the standard Mitsunobu coupling-hydrolysis procedure (Standard Procedure A) to produce the title compound. MS(ES) for C28H28O5[M+H]+: 445.2 Starting materials: COC(C1=CC(=CC=C1)NC(CBr)=O)=O (3-(2-bromo-acetylamino)-benzoic acid methyl ester), C(C)(C)C1=C(C=C(C=C1)O)C (4-isopropyl-3-methylphenol), C([O-])([O-])=O.[K+].[K+] (potassium carbonate). Run in CC(CC)=O (2-butanone). Reaction conditions: time 12 hour. Yields the product C(C)(C)C1=C(C=C(OCC(=O)NC=2C=C(C(=O)OC)C=CC2)C=C1)C (methyl 3-[2-(4-isopropyl-3-methyl-phenoxy)acetylamino]benzoate). Reaction SMILES: [CH3:1][O:2][C:3](=[O:15])[C:4]1[CH:9]=[CH:8][CH:7]=[C:6]([NH:10][C:11](=[O:14])[CH2:12]Br)[CH:5]=1.[CH:16]([C:19]1[CH:24]=[CH:23][C:22]([OH:25])=[CH:21][C:20]=1[CH3:26])([CH3:18])[CH3:17].C(=O)([O-])[O-].[K+].[K+]>CC(=O)CC>[CH:16]([C:19]1[CH:24]=[CH:23][C:22]([O:25][CH2:12][C:11]([NH:10][C:6]2[CH:5]=[C:4]([CH:9]=[CH:8][CH:7]=2)[C:3]([O:2][CH3:1])=[O:15])=[O:14])=[CH:21][C:20]=1[CH3:26])([CH3:18])[CH3:17] |f:2.3.4|. Reported procedure: A solution of 3-(2-bromo-acetylamino)-benzoic acid methyl ester (1.80 g, 6.61 mmol), 4-isopropyl-3-methylphenol (1.00 g, 6.61 mmol) and potassium carbonate (1.00 g, 7.23 mmol) in 2-butanone (15 mL) was heated to reflux under inert atmosphere with stirring for 12 h. After cooling, the mixture was partitioned between water and ethyl acetate (50 mL each). The aqueous phase was extracted with ethyl acetate, and the extracts were washed with brine, combined, dried over magnesium sulfate, filtered and... The reactants are CCO, CN(CCS)C(N)=S, Cc1[nH]cnc1CCl, Cl, [Na]. Yields the product Cc1[nH]cnc1CSCCN(C)C(N)=S. RXN SMILES: [CH3:19][CH2:20][OH:21].[CH3:1][N:2]([C:3](=[S:4])[NH2:5])[CH2:6][CH2:7][SH:8].[Cl:11][CH2:12][c:13]1[n:14][cH:15][nH:16][c:17]1[CH3:18].[ClH:10].[Na:9]>>[CH3:1][N:2]([C:3](=[S:4])[NH2:5])[CH2:6][CH2:7][S:8][CH2:12][c:13]1[n:14][cH:15][nH:16][c:17]1[CH3:18]. The reactants are C(C)(=O)NCCNC[C@]12[C@@H]([C@H]3CC[C@@H]4[C@]5(CC=C(C([C@@H]5CC[C@]4([C@@]3(CC1)C)C)(C)C)C1=CC=C(C(=O)OC(C)(C)C)C=C1)C)[C@@H](CC2)C(=C)C (tert-butyl 4-((1R,3aS,5aR,5bR,7aR,11aS,11bR,13aR,13bR)-3a-((2-acetamidoethylamino)methyl)-5a,5b,8,8,11a-pentamethyl-1-(prop-1-en-2-yl)-2,3,3a,4,5,5a,5b,6,7,7a,8,11,11a,11b,12,13,13a,13b-octadecahydro-1H-cyclopenta[a]chrysen-9-yl)benzoate), C(=O)(C(F)(F)F)O (TFA). Run in C(Cl)Cl (DCM). Conditions: time 3.5 hour. The product is C(C)(=O)NCCNC[C@]12[C@@H]([C@H]3CC[C@@H]4[C@]5(CC=C(C([C@@H]5CC[C@]4([C@@]3(CC1)C)C)(C)C)C1=CC=C(C(=O)O)C=C1)C)[C@@H](CC2)C(=C)C (4-((1R,3aS,5aR,5bR,7aR,11aS,11bR,13aR,13bR)-3a-((2-acetamidoethylamino)methyl)-5a,5b,8,8,11a-pentamethyl-1-(prop-1-en-2-yl)-2,3,3a,4,5,5a,5b,6,7,7a,8,11,11a,11b,12,13,13a,13b-octadecahydro-1H-cyclopenta[a]chrysen-9-yl)benzoic acid). The yield is 38.9%. As a reaction SMILES: [C:1]([NH:4][CH2:5][CH2:6][NH:7][CH2:8][C@:9]12[CH2:47][CH2:46][C@@H:45]([C:48]([CH3:50])=[CH2:49])[C@@H:10]1[C@@H:11]1[C@@:24]([CH3:27])([CH2:25][CH2:26]2)[C@@:23]2([CH3:28])[C@@H:14]([C@:15]3([CH3:44])[C@@H:20]([CH2:21][CH2:22]2)[C:19]([CH3:30])([CH3:29])[C:18]([C:31]2[CH:43]=[CH:42][C:34]([C:35]([O:37]C(C)(C)C)=[O:36])=[CH:33][CH:32]=2)=[CH:17][CH2:16]3)[CH2:13][CH2:12]1)(=[O:3])[CH3:2].C(O)(C(F)(F)F)=O>C(Cl)Cl>[C:1]([NH:4][CH2:5][CH2:6][NH:7][CH2:8][C@:9]12[CH2:47][CH2:46][C@@H:45]([C:48]([CH3:50])=[CH2:49])[C@@H:10]1[C@@H:11]1[C@@:24]([CH3:27])([CH2:25][CH2:26]2)[C@@:23]2([CH3:28])[C@@H:14]([C@:15]3([CH3:44])[C@@H:20]([CH2:21][CH2:22]2)[C:19]([CH3:30])([CH3:29])[C:18]([C:31]2[CH:43]=[CH:42][C:34]([C:35]([OH:37])=[O:36])=[CH:33][CH:32]=2)=[CH:17][CH2:16]3)[CH2:13][CH2:12]1)(=[O:3])[CH3:2]. Reported procedure: To a solution of tert-butyl 4-((1R,3aS,5aR,5bR,7aR,11aS,11bR,13aR,13bR)-3a-((2-acetamidoethylamino)methyl)-5a,5b,8,8,11a-pentamethyl-1-(prop-1-en-2-yl)-2,3,3a,4,5,5a,5b,6,7,7a,8,11,11a,11b,12,13,13a,13b-octadecahydro-1H-cyclopenta[a]chrysen-9-yl)benzoate (114 mg, 0.167 mmol) in DCM (1 ml) was added TFA (0.4 ml, 5.19 mmol). The mixture was stirred at rt for 3.5 h then was concentrated under reduced pressure. The residue was dissolved in dioxane and MeOH and was purified by pre. HPLC. The fraction...